Dataset: the Open Reaction Database (ORD), a public repository of structured organic reaction records. Task: describe an organic reaction: reactants, conditions, products, and yield Reactants: B#B (diborane), C(C)N(C(CCCCCC)=O)C(CCCC1=CC=C(C=C1)[N+](=O)[O-])C (N-ethyl-N-[1-methyl-4-(4-nitrophenyl)butyl]heptanamide), B#B (diborane), Cl (hydrochloric acid). The solvent is C1CCOC1 (THF), C1CCOC1 (THF). The product is C(C)N(C(CCCC1=CC=C(C=C1)[N+](=O)[O-])C)CCCCCCC (N-ethyl-N-heptyl-α-methyl-4-nitrobenzenebutanamine). Isolated yield 100.4%. As a reaction SMILES: B#B.[CH2:3]([N:5]([CH:14]([CH3:27])[CH2:15][CH2:16][CH2:17][C:18]1[CH:23]=[CH:22][C:21]([N+:24]([O-:26])=[O:25])=[CH:20][CH:19]=1)[C:6](=O)[CH2:7][CH2:8][CH2:9][CH2:10][CH2:11][CH3:12])[CH3:4].Cl>C1COCC1>[CH2:3]([N:5]([CH2:6][CH2:7][CH2:8][CH2:9][CH2:10][CH2:11][CH3:12])[CH:14]([CH3:27])[CH2:15][CH2:16][CH2:17][C:18]1[CH:19]=[CH:20][C:21]([N+:24]([O-:26])=[O:25])=[CH:22][CH:23]=1)[CH3:4]. Procedure: A 500 ml 3-neck round bottom flask was fitted with a condenser and glass wool drying tube. The flask was charged with 60 ml of 1M diborane in THF and 7.7 g (0.022 mol) of N-ethyl-N-[1-methyl-4-(4-nitrophenyl)butyl]heptanamide in 50 ml of THF was added dropwise. The resulting reaction mixture was refluxed overnight and cooled. A solution of 25 ml of 2N hydrochloric acid was added dropwise in order to decompose any excess diborane. The mixture was evaporated under reduced pressure and an additiona... Starting materials: CCN(C)CC(=O)N1CCc2cc(OC)c(N)cc21, C1CCOC1, CCOC(C)=O, Cc1ccc(S(=O)(=O)n2ccc3c2nc(Cl)n2c(=O)c4c(F)cccc4nc32)cc1. Yields the product CCN(C)CC(=O)N1CCc2cc(OC)c(Nc3nc4c(ccn4S(=O)(=O)c4ccc(C)cc4)c4nc5cccc(F)c5c(=O)n34)cc21. Reaction SMILES: [CH2:31]([CH3:32])[N:33]([CH3:34])[CH2:35][C:36](=[O:37])[N:38]1[CH2:39][CH2:40][c:41]2[cH:42][c:43]([O:48][CH3:49])[c:44]([NH2:47])[cH:45][c:46]21.[CH2:50]1[O:51][CH2:52][CH2:53][CH2:54]1.[CH3:55][CH2:56][O:57][C:58](=[O:59])[CH3:60].[Cl:1][c:2]1[n:3][c:4]2[c:5]([c:6]3[n:7][c:8]4[cH:9][cH:10][cH:11][c:12]([F:17])[c:13]4[c:14](=[O:16])[n:15]13)[cH:18][cH:19][n:20]2[S:21](=[O:22])(=[O:23])[c:24]1[cH:25][cH:26][c:27]([CH3:30])[cH:28][cH:29]1>>[c:2]1([NH:47][c:44]2[c:43]([O:48][CH3:49])[cH:42][c:41]3[c:46]([cH:45]2)[N:38]([C:36]([CH2:35][N:33]([CH2:31][CH3:32])[CH3:34])=[O:37])[CH2:39][CH2:40]3)[n:3][c:4]2[c:5]([c:6]3[n:7][c:8]4[cH:9][cH:10][cH:11][c:12]([F:17])[c:13]4[c:14](=[O:16])[n:15]13)[cH:18][cH:19][n:20]2[S:21](=[O:22])(=[O:23])[c:24]1[cH:25][cH:26][c:27]([CH3:30])[cH:28][cH:29]1. Starting materials: COC=1C=C(C=CC1)C12CNCC2CC1=O (5-(m-methoxyphenyl)-3-azabicyclo[3.2.0]heptan-6-one), dimethyl acetal, C1(CC1)CBr (cyclopropylmethyl bromide), C([O-])([O-])=O.[Na+].[Na+] (sodium carbonate). Solvent: C1(=CC=CC=C1)C (toluene). Yields the product C1(CC1)CN1CC2CC(C2(C1)C1=CC(=CC=C1)OC)=O (3-cyclopropylmethyl-5-(m-methoxyphenyl)-3-azabicyclo[3.2.0]heptan-6-one), dimethyl acetal. Reaction SMILES: [CH3:1][O:2][C:3]1[CH:4]=[C:5]([C:9]23[C:15](=[O:16])[CH2:14][CH:13]2[CH2:12][NH:11][CH2:10]3)[CH:6]=[CH:7][CH:8]=1.[CH:17]1([CH2:20]Br)[CH2:19][CH2:18]1.C(=O)([O-])[O-].[Na+].[Na+]>C1(C)C=CC=CC=1>[CH:17]1([CH2:20][N:11]2[CH2:10][C:9]3([C:5]4[CH:6]=[CH:7][CH:8]=[C:3]([O:2][CH3:1])[CH:4]=4)[CH:13]([CH2:14][C:15]3=[O:16])[CH2:12]2)[CH2:19][CH2:18]1 |f:2.3.4|. Reported procedure: In the manner of Example 8, 5-(m-methoxyphenyl)-3-azabicyclo[3.2.0]heptan-6-one, dimethyl acetal, can be reacted with cyclopropylmethyl bromide and sodium carbonate in toluene to give 3-cyclopropylmethyl-5-(m-methoxyphenyl)-3-azabicyclo[3.2.0]heptan-6-one, dimethyl acetal. Reactants: C12(CC(C3=CC=CC=C13)=CC#N)CCCC2 (spiro(cyclopentane-1,1'-indan)-3'-ylideneacetonitrile), [H-].[Al+3].[Li+].[H-].[H-].[H-] (lithium aluminum hydride), [H-] (hydride), S(=O)(=O)([O-])[O-].[Na+].[Na+] (sodium sulphate). The solvent is CCOCC (ether), CCOCC (ether). Conditions: time 3 hour. The product is NCC=C1CC2(C3=CC=CC=C13)CCCC2 (3'-β-aminoethylidene-spiro(cyclopentane-1,1'-indan)). RXN SMILES: [C:1]12([CH2:16][CH2:15][CH2:14][CH2:13]1)[C:9]1[C:4](=[CH:5][CH:6]=[CH:7][CH:8]=1)[C:3](=[CH:10][C:11]#[N:12])[CH2:2]2.[H-].[Al+3].[Li+].[H-].[H-].[H-].[H-].S([O-])([O-])(=O)=O.[Na+].[Na+]>CCOCC>[NH2:12][CH2:11][CH:10]=[C:3]1[C:4]2[C:9](=[CH:8][CH:7]=[CH:6][CH:5]=2)[C:1]2([CH2:16][CH2:15][CH2:14][CH2:13]2)[CH2:2]1 |f:1.2.3.4.5.6,8.9.10|. Reported procedure: A solution of spiro(cyclopentane-1,1'-indan)-3'-ylideneacetonitrile (10.5 g; 0.05 moles) in anhydrous ether (100 ml) is added dropwise under agitation to lithium aluminum hydride (2.5 g; 0.066 moles) suspended in ether (200 ml). After boiling for 3 hours the mixture is cooled to room temperature and the excess of hydride is decomposed by dropwise addition of a saturated sodium sulphate solution. The precipitate obtained is filtered off and washed with ether. The ether solutions are shaken with 2... Reactants: CC(C)(C)c1cccc(C2(NC(=O)CCl)CCN(Cc3ccccc3)CC2)c1, Cc1ccccc1, O=C(Cl)OCc1ccccc1. Product: CC(C)(C)c1cccc(C2(NC(=O)CCl)CCN(C(=O)OCc3ccccc3)CC2)c1. As a reaction SMILES: [CH2:1]([c:2]1[cH:3][cH:4][cH:5][cH:6][cH:7]1)[N:8]1[CH2:9][CH2:10][C:11]([c:14]2[cH:15][c:16]([C:20]([CH3:21])([CH3:22])[CH3:23])[cH:17][cH:18][cH:19]2)([NH:24][C:25]([CH2:26][Cl:27])=[O:28])[CH2:12][CH2:13]1.[CH3:40][c:41]1[cH:42][cH:43][cH:44][cH:45][cH:46]1.[Cl:29][C:30](=[O:31])[O:32][CH2:33][c:34]1[cH:35][cH:36][cH:37][cH:38][cH:39]1>>[N:8]1([C:30](=[O:31])[O:32][CH2:33][c:34]2[cH:35][cH:36][cH:37][cH:38][cH:39]2)[CH2:9][CH2:10][C:11]([c:14]2[cH:15][c:16]([C:20]([CH3:21])([CH3:22])[CH3:23])[cH:17][cH:18][cH:19]2)([NH:24][C:25]([CH2:26][Cl:27])=[O:28])[CH2:12][CH2:13]1. The reactants are CC1(C(=O)c2c[nH]c3ncc(Br)nc23)CCCCC1, CC(C)(C)OC(=O)N1CCN(c2cccc(B3OC(C)(C)C(C)(C)O3)c2)CC1. Yields the product CC(C)(C)OC(=O)N1CCN(c2cccc(-c3cnc4[nH]cc(C(=O)C5(C)CCCCC5)c4n3)c2)CC1. As a reaction SMILES: [Br:1][c:2]1[n:3][c:4]2[c:5]([n:6][cH:7]1)[nH:8][cH:9][c:10]2[C:11](=[O:12])[C:13]1([CH3:19])[CH2:14][CH2:15][CH2:16][CH2:17][CH2:18]1.[C:20]([CH3:21])([CH3:22])([CH3:23])[O:24][C:25](=[O:26])[N:27]1[CH2:28][CH2:29][N:30]([c:33]2[cH:34][c:35]([B:39]3[O:40][C:41]([CH3:42])([CH3:43])[C:44]([CH3:45])([CH3:46])[O:47]3)[cH:36][cH:37][cH:38]2)[CH2:31][CH2:32]1>>[c:2]1(-[c:35]2[cH:34][c:33]([N:30]3[CH2:29][CH2:28][N:27]([C:25]([O:24][C:20]([CH3:21])([CH3:22])[CH3:23])=[O:26])[CH2:32][CH2:31]3)[cH:38][cH:37][cH:36]2)[n:3][c:4]2[c:5]([n:6][cH:7]1)[nH:8][cH:9][c:10]2[C:11](=[O:12])[C:13]1([CH3:19])[CH2:14][CH2:15][CH2:16][CH2:17][CH2:18]1. The reactants are ClC1=CC=C(C=C1)S(=O)(=O)NC1CC2=CC=C(C=C2C1)NCC(=O)OC (methyl N-[2-(4-chlorophenyl)sulfonylaminoindan-5-yl]glycinate), [OH-].[Na+] (sodium hydroxide). Solvent: mixture, CO.O1CCCC1 (methanol tetrahydrofuran). Run at time 8 hour. Yields the product [Na+].ClC1=CC=C(C=C1)S(=O)(=O)NC1CC2=CC=C(C=C2C1)NCC(=O)[O-] (N-[2-(4-chlorophenyl)sulfonylaminoindan-5-yl]glycine sodium salt). Isolated yield 77.0%. RXN SMILES: [Cl:1][C:2]1[CH:7]=[CH:6][C:5]([S:8]([NH:11][CH:12]2[CH2:20][C:19]3[C:14](=[CH:15][CH:16]=[C:17]([NH:21][CH2:22][C:23]([O:25]C)=[O:24])[CH:18]=3)[CH2:13]2)(=[O:10])=[O:9])=[CH:4][CH:3]=1.[OH-].[Na+:28]>CO.O1CCCC1>[Na+:28].[Cl:1][C:2]1[CH:3]=[CH:4][C:5]([S:8]([NH:11][CH:12]2[CH2:20][C:19]3[C:14](=[CH:15][CH:16]=[C:17]([NH:21][CH2:22][C:23]([O-:25])=[O:24])[CH:18]=3)[CH2:13]2)(=[O:10])=[O:9])=[CH:6][CH:7]=1 |f:1.2,3.4,5.6|. Reported procedure: Into a solution of 0.46 g of methyl N-[2-(4-chlorophenyl)sulfonylaminoindan-5-yl]glycinate dissolved in 20 ml of a mixture of methanol-tetrahydrofuran (1:1) is added 1.22 ml of an aqueous 1 N sodium hydroxide solution, and the mixture is stirred at room temperature overnight, and further at 60° C. for 3 hours. After the reaction, the solvent is evaporated, and the residue is recrystallized from an isopropyl alcohol-water mixture to give 0.37 g of N-[2-(4-chlorophenyl)sulfonylaminoindan-5-yl]glyc... The reactants are C(CCC)OC(=O)N1CCN(CC1)C([C@H](CC=1N=NNC1)NC(=O)OC(C)(C)C)=O (4-[(S)-2-tert-Butoxycarbonylamino-3-(1H-[1,2,3]triazol-4-yl)-propionyl]-piperazine-1-carboxylic acid butyl ester), C(=O)(C(F)(F)F)O (TFA). The solvent is ClCCl (dichloromethane). Reaction conditions: time 12 hour. Product: C(CCC)OC(=O)N1CCN(CC1)C([C@H](CC=1N=NNC1)N)=O (4-[(S)-2-Amino-3-(1H-[1,2,3]triazol-4-yl)-propionyl]-piperazine-1-carboxylic acid butyl ester). RXN SMILES: [CH2:1]([O:5][C:6]([N:8]1[CH2:13][CH2:12][N:11]([C:14](=[O:30])[C@@H:15]([NH:22]C(OC(C)(C)C)=O)[CH2:16][C:17]2[N:18]=[N:19][NH:20][CH:21]=2)[CH2:10][CH2:9]1)=[O:7])[CH2:2][CH2:3][CH3:4].C(O)(C(F)(F)F)=O>ClCCl>[CH2:1]([O:5][C:6]([N:8]1[CH2:9][CH2:10][N:11]([C:14](=[O:30])[C@@H:15]([NH2:22])[CH2:16][C:17]2[N:18]=[N:19][NH:20][CH:21]=2)[CH2:12][CH2:13]1)=[O:7])[CH2:2][CH2:3][CH3:4]. Procedure details: To a solution of 739 mg 4-[(S)-2-tert-Butoxycarbonylamino-3-(1H-[1,2,3]triazol-4-yl)-propionyl]-piperazine-1-carboxylic acid butyl ester in 8 ml dichloromethane were added 1.3 ml TFA. After 12 h stirring at RT the solvents were removed and the residue was codistilled twice with toluene. Yield: 1.32 g. The reactants are RuCl3.3H2O, NaBrO3, FC1=C(C=C(C=C1)F)[C@H]1OCC(C[C@@H]1NC(OC(C)(C)C)=O)O (tert-butyl [(2R,3S)-2-(2,5-difluorophenyl)-5-hydroxytetrahydro-2H-pyran-3-yl]carbamate), C(C)#N (acetonitrile), C(C)(=O)O (acetic acid), CC(C)O (2-propanol). Solvent: O (water), O (water), O (water). Conditions: temperature 0 celsius, time 6 hour. Yields the product FC1=C(C=C(C=C1)F)[C@H]1OCC(C[C@@H]1NC(OC(C)(C)C)=O)=O (tert-butyl [(2R,3S)-2-(2,5-difluorophenyl)-5-oxotetrahydro-2H-pyran-3-yl]carbamate). RXN SMILES: [F:1][C:2]1[CH:7]=[CH:6][C:5]([F:8])=[CH:4][C:3]=1[C@@H:9]1[C@@H:14]([NH:15][C:16](=[O:22])[O:17][C:18]([CH3:21])([CH3:20])[CH3:19])[CH2:13][CH:12]([OH:23])[CH2:11][O:10]1.C(#N)C.C(O)(=O)C.CC(O)C>O>[F:1][C:2]1[CH:7]=[CH:6][C:5]([F:8])=[CH:4][C:3]=1[C@@H:9]1[C@@H:14]([NH:15][C:16](=[O:22])[O:17][C:18]([CH3:19])([CH3:20])[CH3:21])[CH2:13][C:12](=[O:23])[CH2:11][O:10]1. Procedure: To 46.8 kg (142 mol) of tert-butyl [(2R,3S)-2-(2,5-difluorophenyl)-5-hydroxytetrahydro-2H-pyran-3-yl]carbamate in a stirred vessel was added acetonitrile (150 kg), acetic acid (50 kg), and water (25 kg). After dissolving at room temperature, the solution was cooled to 0° C. and RuCl3.3H2O (250 g, 956 mmol) in water (50 kg) was added under nitrogen. Then, NaBrO3 (11.7 kg, 77.5 mol) was added in six portions every 1.5 h under nitrogen. After stirring at 0° C. for 6 h, 2-propanol (31 kg) was added ...